From a dataset of the Open Reaction Database (ORD), a public repository of structured organic reaction records. describe an organic reaction: reactants, conditions, products, and yield Starting materials: OO (H2O2), BrC(=CC1=CC=CC=C1)Br (dibromostyrene), t-dodecyl mercaptan, O (water), S(=O)(=O)(OCCCCCCCCCCCC)[O-].[Na+] (sodium dodecyl sulfate), S(=O)(=O)([O-])OOS(=O)(=O)[O-].[K+].[K+] (potassium persulfate), O (water). Conditions: time 20 minute. The product is CCCCC(CC)C(=O)O (2-EHA). As a reaction SMILES: Br[C:2](Br)=[CH:3][C:4]1[CH:9]=[CH:8][CH:7]=[CH:6][CH:5]=1.S([O-])(OCCCCCCCCCCCC)(=O)=[O:12].[Na+].S(OOS([O-])(=O)=O)([O-])(=O)=O.[K+].[K+].OO.[OH2:43]>>[CH3:8][CH2:7][CH2:6][CH2:5][CH:4]([C:9]([OH:12])=[O:43])[CH2:3][CH3:2] |f:1.2,3.4.5|. Procedure details: A series of emulsion polymerizations of dibromostyrene (DBS)/2-ethylhexyl acrylate (2-EHA) were carried out in 8 oz. bottles. All the ingredients (122.50 or 180 parts by weight deionized water, 3 parts sodium dodecyl sulfate, 0.3 parts potassium persulfate, 0.2 parts t-dodecyl mercaptan and 100 parts total monomers in the ratio desired in the polymer) were charged into 8 oz. bottles and flushed well with nitrogen, and then reacted at 50° C. to about 45.8 or 36.5% solids in 15 hr. The whole bottl... Starting materials: [BH3-]C#N, CC(=O)CCOCc1ccccc1, CO, CS(=O)c1cc(C(O)CN)ccc1O, [Na+]. Product: CC(CCOCc1ccccc1)NCC(O)c1ccc(O)c(S(C)=O)c1. RXN SMILES: [C:28]([BH3-:29])#[N:30].[CH2:1]([c:2]1[cH:3][cH:4][cH:5][cH:6][cH:7]1)[O:8][CH2:9][CH2:10][C:11]([CH3:12])=[O:13].[CH3:32][OH:33].[NH2:14][CH2:15][CH:16]([OH:17])[c:18]1[cH:19][c:20]([S:25](=[O:26])[CH3:27])[c:21]([OH:24])[cH:22][cH:23]1.[Na+:31]>>[CH2:1]([c:2]1[cH:3][cH:4][cH:5][cH:6][cH:7]1)[O:8][CH2:9][CH2:10][CH:11]([CH3:12])[NH:14][CH2:15][CH:16]([OH:17])[c:18]1[cH:19][c:20]([S:25](=[O:26])[CH3:27])[c:21]([OH:24])[cH:22][cH:23]1. Reactants: [BH4-].[Na+] (sodium borohydride), C(C1=CC=CC=C1)C1=NC(=CC=C1O)C1(CCC(CC1)=O)O (2-benzyl-3-hydroxy-6-(4-oxo-1-hydroxycyclohexyl)pyridine), CO (methanol). The solvent is CC(=O)C (Acetone). Reaction conditions: time 1 hour. The product is C(C1=CC=CC=C1)C1=NC(=CC=C1O)C1(CCC(CC1)O)O (2-Benzyl-6-(1,4-dihydroxycyclohexyl)-3-hydroxypyridine). The yield is 54.3%. RXN SMILES: [BH4-].[Na+].[CH2:3]([C:10]1[C:15]([OH:16])=[CH:14][CH:13]=[C:12]([C:17]2([OH:24])[CH2:22][CH2:21][C:20](=[O:23])[CH2:19][CH2:18]2)[N:11]=1)[C:4]1[CH:9]=[CH:8][CH:7]=[CH:6][CH:5]=1.CO>CC(C)=O>[CH2:3]([C:10]1[C:15]([OH:16])=[CH:14][CH:13]=[C:12]([C:17]2([OH:24])[CH2:22][CH2:21][CH:20]([OH:23])[CH2:19][CH2:18]2)[N:11]=1)[C:4]1[CH:5]=[CH:6][CH:7]=[CH:8][CH:9]=1 |f:0.1|. Reported procedure: 67.4 mg of sodium borohydride was added to a mixture of 353 mg of 2-benzyl-3-hydroxy-6-(4-oxo-1-hydroxycyclohexyl)pyridine and 4 ml of methanol under ice-cooling, followed by stirring at the same temperature for one hour. Acetone was added thereto, and the solvent was removed. Then, the residue was subjected to silica gel column chromatography using 20% hexane/ethyl acetate, to give 193 mg of the target compound. Reactants: CC1CNCC(C)O1, CC(C)(C=O)n1cnc([N+](=O)[O-])c1. The product is CC1CN(CC(C)(C)n2cnc([N+](=O)[O-])c2)CC(C)O1. Reaction SMILES: [CH3:14][CH:15]1[O:16][CH:17]([CH3:21])[CH2:18][NH:19][CH2:20]1.[CH3:1][C:2]([CH:3]=[O:4])([CH3:5])[n:6]1[cH:7][n:8][c:9]([N+:11](=[O:12])[O-:13])[cH:10]1>>[CH3:1][C:2]([CH2:3][N:19]1[CH2:18][CH:17]([CH3:21])[O:16][CH:15]([CH3:14])[CH2:20]1)([CH3:5])[n:6]1[cH:7][n:8][c:9]([N+:11](=[O:12])[O-:13])[cH:10]1. Reactants: O=C(Cl)C(Cl)(Cl)Cl, ClCCl, O=C(Cn1cccc1)c1ccc(C(F)(F)F)cn1. The product is O=C(Cn1cccc1C(=O)C(Cl)(Cl)Cl)c1ccc(C(F)(F)F)cn1. As a reaction SMILES: [Cl:19][C:20]([C:21](=[O:22])[Cl:23])([Cl:24])[Cl:25].[Cl:26][CH2:27][Cl:28].[n:1]1([CH2:6][C:7](=[O:8])[c:9]2[n:10][cH:11][c:12]([C:15]([F:16])([F:17])[F:18])[cH:13][cH:14]2)[cH:2][cH:3][cH:4][cH:5]1>>[n:1]1([CH2:6][C:7](=[O:8])[c:9]2[n:10][cH:11][c:12]([C:15]([F:16])([F:17])[F:18])[cH:13][cH:14]2)[c:2]([C:21]([C:20]([Cl:19])([Cl:24])[Cl:25])=[O:22])[cH:3][cH:4][cH:5]1. The reactants are C1=CC(=O)OC2=CC(=C(C=C21)O[C@H]3[C@@H]([C@H]([C@@H]([C@H](O3)CO)O)O)O)O (esculine), O (H2O), C(C)I (ethyl iodide), C([O-])([O-])=O.[K+].[K+] (potassium carbonate). Run in CN(C)C=O (DMF). Conditions: time 5 hour. The product is C(C)OC1=CC2=C(C=CC(O2)=O)C=C1O (7-ethoxy-6-hydroxy-2H-1-benzopyran-2-one). Reaction SMILES: [CH:1]1[C:11]2[C:6](=[CH:7][C:8]([OH:24])=[C:9]([O:12][C@@H]3O[C@H](CO)[C@@H](O)[C@H](O)[C@H]3O)[CH:10]=2)[O:5][C:3](=[O:4])[CH:2]=1.O.[CH2:26](I)[CH3:27].C(=O)([O-])[O-].[K+].[K+]>CN(C=O)C>[CH2:26]([O:24][C:8]1[C:9]([OH:12])=[CH:10][C:11]2[CH:1]=[CH:2][C:3](=[O:4])[O:5][C:6]=2[CH:7]=1)[CH3:27] |f:3.4.5|. Procedure details: 110 g (300 mmol) esculine×1.5 H2O, 70 g (450 mmol) ethyl iodide and 82.8 g (600 mmol) of potassium carbonate are agitated in 400 ml DMF for 30 h at 85° C. This was followed by filtration, reduction of the filtrate to approximately 250 ml, the addition of approximately 200 ml ethanol and crystallization at 0° C. The crystals were boiled in 800 ml of 2N sulfuric acid for 5 h under reflux. The product was vacuum filtered, washed with water and recrystallized from water and ethanol: yield 43.2 g (70... Starting materials: N1=C(C=CC=C1)C=1NN=C2C(=CC=CC12)C(F)(F)F (3-pyridin-2-yl-7-(trifluoromethyl)-2H-indazole), FC1=C(CBr)C(=CC(=C1)F)F (2,4,6-trifluorobenzyl bromide). Solvent: CN(C)C=O (DMF). Run at time 5 day. Yields the product FC1=C(CN2N=C3C(=CC=CC3=C2C2=NC=CC=C2)C(F)(F)F)C=CC(=C1)F (2-(2,4-DIFLUOROBENZYL)-3-PYRIDIN-2-YL-7-(TRIFLUOROMETHYL)-2H-INDAZOLE). The yield is 12.1%. Reaction SMILES: [N:1]1[CH:6]=[CH:5][CH:4]=[CH:3][C:2]=1[C:7]1[NH:8][N:9]=[C:10]2[C:15]=1[CH:14]=[CH:13][CH:12]=[C:11]2[C:16]([F:19])([F:18])[F:17].[F:20][C:21]1[CH:28]=[C:27]([F:29])[CH:26]=[C:25](F)[C:22]=1[CH2:23]Br>CN(C=O)C>[F:20][C:21]1[CH:28]=[C:27]([F:29])[CH:26]=[CH:25][C:22]=1[CH2:23][N:8]1[C:7]([C:2]2[CH:3]=[CH:4][CH:5]=[CH:6][N:1]=2)=[C:15]2[C:10]([C:11]([C:16]([F:19])([F:17])[F:18])=[CH:12][CH:13]=[CH:14]2)=[N:9]1. Procedure details: Then a solution of 3-pyridin-2-yl-7-(trifluoromethyl)-2H-indazole (0.183 g, 0.7 mmol) and 2,4,6-trifluorobenzyl bromide (0.203 g, 0.9 mmol) in DMF (5 mL) was heated at 120° C. After 5 days, the reaction mixture was partitioned with EtOAc and water. Organics were washed with water (3×), then brine and dried over MgSO4, then stripped and the resulting crude product was flashed by reverse phase HPLC to afford the title compound (0.033 g, 5%).